From a dataset of the Open Reaction Database (ORD), a public repository of structured organic reaction records. describe an organic reaction: reactants, conditions, products, and yield Starting materials: 3, BrBr (bromine), C1(=CC=CC=C1)N1N=NC=C1 (1-phenyl-1H-1,2,3-triazole), C(CCC)[Li] (n-Butyl lithium). Run in C1CCOC1 (THF). Run at time 5 minute. The product is BrC1=CN=NN1C1=CC=CC=C1 (5-bromo-1-phenyl-1H-1,2,3-triazole). RXN SMILES: [C:1]1([N:7]2[CH:11]=[CH:10][N:9]=[N:8]2)[CH:6]=[CH:5][CH:4]=[CH:3][CH:2]=1.C([Li])CCC.[Br:17]Br>C1COCC1>[Br:17][C:11]1[N:7]([C:1]2[CH:2]=[CH:3][CH:4]=[CH:5][CH:6]=2)[N:8]=[N:9][CH:10]=1. Procedure: In a 100 ml 3 necked round bottom flask, 1-phenyl-1H-1,2,3-triazole (1.2 g) was taken in dry THF (25 ml) under nitrogen. n-Butyl lithium (3.36 ml) was added at −78° C. and stirred for 5 minutes, then bromine (3.76 ml) was added dropwise to the above reaction mixture. Reaction mixture was stirred at −78° C. for 1 hour. TLC was checked no starting material and the reaction mixture was quenched with saturated ammonium chloride (50 ml) and ethyl acetate was added. The organic layer was washed with s... Starting materials: C(CCCCCCC)OCCCNCCN (N-octoxypropylethylenediamine), C(CC(=O)C)(=O)OC (methyl acetoacetate). Yields the product C(CCCCCCC)OCCCN1CCN=C(CC1=O)C (4-octoxypropyl-7-methyl-3,6-dihydro-2H-1,4-diazepin-5-one). As a reaction SMILES: [CH2:1]([O:9][CH2:10][CH2:11][CH2:12][NH:13][CH2:14][CH2:15][NH2:16])[CH2:2][CH2:3][CH2:4][CH2:5][CH2:6][CH2:7][CH3:8].[C:17](OC)(=[O:22])[CH2:18][C:19]([CH3:21])=O>>[CH2:1]([O:9][CH2:10][CH2:11][CH2:12][N:13]1[C:17](=[O:22])[CH2:18][C:19]([CH3:21])=[N:16][CH2:15][CH2:14]1)[CH2:2][CH2:3][CH2:4][CH2:5][CH2:6][CH2:7][CH3:8]. Reported procedure: Into an apparatus similar to that in Example 1, were charged 230.1 g (1 mole) of N-octoxypropylethylenediamine and 116.1 g (1 mole) of methyl acetoacetate. At 140° to 145° C., 18 g of water and 32 g of ethanol were distilled off to obtain 4-octoxypropyl-7-methyl-3,6-dihydro-2H-1,4-diazepin-5-one. Conditions: temperature 85 celsius, time 5 minute. Product: O=C1CCCC2=C1C=CC=1NC3=C(C=CC=C3C21)C(=O)O (4-Oxo-1,2,3,4-tetrahydro-7H-benzo[c]carbazole-8-carboxylic acid). Starting materials: ClC=1C(C(=C(C(C1Cl)=O)C#N)C#N)=O (2,3-dichloro-5,6-dicyano-1,4-benzoquinone), Cl.N(N)C1=C(C(=O)O)C=CC=C1 (2-hydrazinobenzoic acid hydrochloride), C(C)(=O)O (acetic acid), compound. Solvent: O1CCCC1 (tetrahydrofuran). Reported procedure: 5.4 g (28.6 mmol) of 2-hydrazinobenzoic acid hydrochloride and 4.7 g (34.3 mmol) of zinc chloride were added to 300 ml of glacial acetic acid. Under stirring at about 85° C., 4.7 g (28.6 mmol) of the compound of Production Example 6 was added thereto over about 5 minutes. Then the obtained mixture was stirred at the same temperature for about 2 hours, brought back to room temperature and the precipitate was recovered by filtration. After concentrating the filtrate, water was added thereto and th... Reaction SMILES: Cl.[NH:2]([C:4]1[CH:12]=[CH:11][CH:10]=[CH:9][C:5]=1[C:6]([OH:8])=[O:7])N.[C:13]([OH:16])(=O)[CH3:14].Cl[C:18]1[C:19](=O)[C:20]([C:28]#N)=[C:21]([C:26]#N)[C:22](=O)[C:23]=1Cl>O1CCCC1.[Cl-].[Zn+2].[Cl-]>[O:16]=[C:13]1[C:14]2[CH:28]=[CH:20][C:19]3[NH:2][C:4]4[C:12]([C:18]=3[C:23]=2[CH2:22][CH2:21][CH2:26]1)=[CH:11][CH:10]=[CH:9][C:5]=4[C:6]([OH:8])=[O:7] |f:0.1,5.6.7|. The reagents and catalysts are [Cl-].[Zn+2].[Cl-] (zinc chloride). Reactants: CC1=CC(=C(C=C1)CC#N)OCC1=CC=CC=C1 (2-(4-methyl-2-phenylmethoxyphenyl)acetonitrile), [OH-].[Na+] (NaOH), C(C)O (ethanol). Solvent: O (water). Product: CC1=CC(=C(C=C1)CC(=O)O)OCC1=CC=CC=C1 ((4-methyl-2-phenylmethoxyphenyl)acetic acid). Yield: 88.0%. Reaction SMILES: [CH3:1][C:2]1[CH:7]=[CH:6][C:5](CC#N)=[C:4]([O:11][CH2:12][C:13]2[CH:18]=[CH:17][CH:16]=[CH:15][CH:14]=2)[CH:3]=1.[OH-:19].[Na+].[CH2:21]([OH:23])[CH3:22]>O>[CH3:1][C:2]1[CH:7]=[CH:6][C:5]([CH2:22][C:21]([OH:19])=[O:23])=[C:4]([O:11][CH2:12][C:13]2[CH:18]=[CH:17][CH:16]=[CH:15][CH:14]=2)[CH:3]=1 |f:1.2|. Procedure: A solution of crude 2-(4-methyl-2-phenylmethoxyphenyl)acetonitrile (15 g, 63 mmol) in ethanol (200 ml) and water (50 ml) containing 10 g (0.25 mol) NaOH was heated under reflux overnight, and the ethanol was removed under vacuum. The residue was diluted with water and washed with benzene. The aqueous layer was then acidified with dilute HCl to give an oil which was extracted into ethyl acetate to give (4-methyl-2-phenylmethoxyphenyl)acetic acid (14.2 g, 88%) as an oil which solidified on standin...